This data is from the Open Reaction Database (ORD), a public repository of structured organic reaction records. The task is: describe an organic reaction: reactants, conditions, products, and yield RXN SMILES: [F:1][C:2]1[CH:11]=[C:10]2[C:5]([CH2:6][CH2:7][C:8](=[O:13])[N:9]2[CH3:12])=[CH:4][C:3]=1I.[OH:15][C@:16]1([C:23]2[CH:24]=[C:25]([SH:28])[S:26][CH:27]=2)[CH2:21][CH2:20][O:19][C@@H:18]([CH3:22])[CH2:17]1>>[F:1][C:2]1[CH:11]=[C:10]2[C:5]([CH2:6][CH2:7][C:8](=[O:13])[N:9]2[CH3:12])=[CH:4][C:3]=1[S:28][C:25]1[S:26][CH:27]=[C:23]([C:16]2([OH:15])[CH2:21][CH2:20][O:19][CH:18]([CH3:22])[CH2:17]2)[CH:24]=1. Yields the product FC1=C(C=C2CCC(N(C2=C1)C)=O)SC=1SC=C(C1)C1(CC(OCC1)C)O (4-[2-(7-fluoro-1-methyl-2-oxo-1,2,3,4-tetrahydroquinolin-6-ylthio)thien-4-yl]-4-hydroxy-2-methyltetrahydropyran). Reactants: FC1=C(C=C2CCC(N(C2=C1)C)=O)I (7-fluoro-6-iodo-1-methyl-1,2,3,4-tetrahydroquinolin-2-one), O[C@]1(C[C@@H](OCC1)C)C=1C=C(SC1)S ((2S,4R)-4-hydroxy-4-(2-mercaptothien-4-yl)-2-methyltetrahydropyran). The yield is 85.0%. Reported procedure: Using an analogous procedure to that described in Example 5, 7-fluoro-6-iodo-1-methyl-1,2,3,4-tetrahydroquinolin-2-one was reacted with (2S,4R)-4-hydroxy-4-(2-mercaptothien-4-yl)-2-methyltetrahydropyran to give 4-[2-(7-fluoro-1-methyl-2-oxo-1,2,3,4-tetrahydroquinolin-6-ylthio)thien-4-yl]-4-hydroxy-2-methyltetrahydropyran in 85% yield as a gum;